Dataset: the Open Reaction Database (ORD), a public repository of structured organic reaction records. Task: describe an organic reaction: reactants, conditions, products, and yield The yield is 1007.8%. Solvent: C(C)#N (acetonitrile). Reported procedure: A 2-1, 3 neck, round bottom flask equipped with an overhead stirrer is charged with 29.4 g (12mmol) of 2,3,5-trimethyl-4-(phenylmethoxy)phenol (Example C), 29.8 g (1.1×12.1 mmol) of 5-bromo-2,2-dimethylvaleric acid, methyl ester (U.S. Pat. No. 4,665,226), 20.1 g (1.2×121 mmol) of anhydrous potassium carbonate and 300 mL of acetonitrile. The heterogeneous mixture is stirred at reflux for 96 hours. The solid is removed and the reaction flask and filtered solids are washed with fresh acetonitrile, ... Yields the product CC(C(=O)OC)(CCCOC1=C(C(=C(C(=C1)C)OCC1=CC=CC=C1)C)C)C (2,2-Dimethyl-5-[2,3,5-trimethyl-4-(phenylmethoxy) phenoxy]pentanoic acid, methyl ester). The reactants are CC1=C(C=C(C(=C1C)OCC1=CC=CC=C1)C)O (2,3,5-trimethyl-4-(phenylmethoxy)phenol), BrCCCC(C(=O)OC)(C)C (5-bromo-2,2-dimethylvaleric acid, methyl ester), C([O-])([O-])=O.[K+].[K+] (potassium carbonate). As a reaction SMILES: [CH3:1][C:2]1[C:7]([CH3:8])=[C:6]([O:9][CH2:10][C:11]2[CH:16]=[CH:15][CH:14]=[CH:13][CH:12]=2)[C:5]([CH3:17])=[CH:4][C:3]=1[OH:18].Br[CH2:20][CH2:21][CH2:22][C:23]([CH3:29])([CH3:28])[C:24]([O:26][CH3:27])=[O:25].C(=O)([O-])[O-].[K+].[K+]>C(#N)C>[CH3:28][C:23]([CH3:29])([CH2:22][CH2:21][CH2:20][O:18][C:3]1[CH:4]=[C:5]([CH3:17])[C:6]([O:9][CH2:10][C:11]2[CH:16]=[CH:15][CH:14]=[CH:13][CH:12]=2)=[C:7]([CH3:8])[C:2]=1[CH3:1])[C:24]([O:26][CH3:27])=[O:25] |f:2.3.4|. The reactants are O=C1C2=C(OC3=NC=CC=C31)C=CC(=C2)C(=O)O (5-oxo-5H-[1]benzopyrano[2,3-b]pyridine-7-carboxylic acid), C(C)O (ethanol). The product is O=C1C2=C(OC3=NC=CC=C31)C=CC(=C2)C(=O)OCC (ethyl 5-oxo-5H-[1]benzopyrano[2,3-b]pyridine-7-carboxylate). RXN SMILES: [O:1]=[C:2]1[C:11]2[C:6](=[N:7][CH:8]=[CH:9][CH:10]=2)[O:5][C:4]2[CH:12]=[CH:13][C:14]([C:16]([OH:18])=[O:17])=[CH:15][C:3]1=2.[CH2:19](O)[CH3:20]>>[O:1]=[C:2]1[C:11]2[C:6](=[N:7][CH:8]=[CH:9][CH:10]=2)[O:5][C:4]2[CH:12]=[CH:13][C:14]([C:16]([O:18][CH2:19][CH3:20])=[O:17])=[CH:15][C:3]1=2. Reported procedure: A mixture of 10.5 g of 5-oxo-5H-[1]benzopyrano[2,3-b]pyridine-7-carboxylic acid and 150 ml of ethanol is allowed to absorb 10 g of hydrogen chloride gas, and then refluxed for 16 hours. The ethanol is distilled off, and water is added to the crystalline residue. The mixture is extracted with chloroform, and the chloroform layer is washed with aqueous potassium carbonate solution and dried. The chloroform is distilled off, and the residue is recrystallized from ethanol to give ethyl 5-oxo-5H-[1]b...